Dataset: the Open Reaction Database (ORD), a public repository of structured organic reaction records. Task: describe an organic reaction: reactants, conditions, products, and yield Reactants: ClCC(CC(=O)OCC)=O (ethyl 4-chloroacetoacetate), C(OCC)([O-])[O-] (ethyl orthoformate), C(C)(=O)OC(C)=O (acetic anhydride). The product is C(C)OC(C(C(=O)CCl)=COCC)=O (Ethyl-4-chloro-2-ethoxymethyleneacetoacetate). Isolated yield 90.3%. RXN SMILES: [Cl:1][CH2:2][C:3](=[O:10])[CH2:4][C:5]([O:7][CH2:8][CH3:9])=[O:6].[CH:11]([O-])([O-])[O:12][CH2:13][CH3:14].C(OC(=O)C)(=O)C>>[CH2:8]([O:7][C:5](=[O:6])[C:4](=[CH:11][O:12][CH2:13][CH3:14])[C:3]([CH2:2][Cl:1])=[O:10])[CH3:9]. Procedure details: 10 g (60.7 mM) of ethyl 4-chloroacetoacetate, 18 g (121 mM) of ethyl orthoformate and 25 g (245 mM) of acetic anhydride were stirred at 110° C. for 3 hours. Then, excessive ethyl orthoformate and acetic anhydride were distilled off under vacuum and the residue was recrystallized from hexane to obtain 12.1 g of a needle-like crystal with an yield of 90%. The reactants are NNC(=S)NC1CC2C=CC1C2, Cn1cc(Cl)c(C=O)n1. The product is Cn1cc(Cl)c(C=NNC(=S)NC2CC3C=CC2C3)n1. As a reaction SMILES: [CH:1]12[CH:2]([NH:8][C:9](=[S:10])[NH:11][NH2:12])[CH2:3][CH:4]([CH:5]=[CH:6]1)[CH2:7]2.[Cl:13][c:14]1[c:15]([CH:20]=[O:21])[n:16][n:17]([CH3:19])[cH:18]1>>[CH:1]12[CH:2]([NH:8][C:9](=[S:10])[NH:11][N:12]=[CH:20][c:15]3[c:14]([Cl:13])[cH:18][n:17]([CH3:19])[n:16]3)[CH2:3][CH:4]([CH:5]=[CH:6]1)[CH2:7]2.